From a dataset of the Open Reaction Database (ORD), a public repository of structured organic reaction records. describe an organic reaction: reactants, conditions, products, and yield Reactants: FC=1C=C(CN2C(C(=CC=C2)C(=O)NCC=2C=C(C=CC2)C2=CNC3=NC=C(C=C32)C(=O)N)=O)C=CC1F (3-[3-({[1-(3,4-Difluoro-benzyl)-2-oxo-1,2-dihydro-pyridine-3-carbonyl]-amino}-methyl)-phenyl]-1H-pyrrolo[2,3-b]pyridine-5-carboxylic acid amide), CNC (dimethylamine), O1CCCC1 (tetrahydrofuran), FC=1C=C(CN2C(C(=CC=C2)C(=O)NCC=2C=C(C=CC2)C2=CNC3=NC=C(C=C32)C(=O)O)=O)C=CC1F (3-[3-({[1-(3,4-Difluoro-benzyl)-2-oxo-1,2-dihydro-pyridine-3-carbonyl]-amino}-methyl)-phenyl]-1H-pyrrolo[2,3-b]pyridine-5-carboxylic acid), carboxylic acid, amine. Product: CN(C(=O)C=1C=C2C(=NC1)NC=C2C2=CC(=CC=C2)CNC(=O)C=2C(N(C=CC2)CC2=CC(=C(C=C2)F)F)=O)C (3-[3-({[1-(3,4-Difluoro-benzyl)-2-oxo-1,2-dihydro-pyridine-3-carbonyl]-amino}-methyl)-phenyl]-1H-pyrrolo[2,3-b]pyridine-5-carboxylic acid dimethylamide). RXN SMILES: FC1C=C(C=CC=1F)[CH2:5][N:6]1C=CC=C(C(NCC2C=C(C3C4C(=NC=C(C(N)=O)C=4)NC=3)C=CC=2)=O)[C:7]1=O.[F:39][C:40]1[CH:41]=[C:42]([CH:73]=[CH:74][C:75]=1[F:76])[CH2:43][N:44]1[CH:49]=[CH:48][CH:47]=[C:46]([C:50]([NH:52][CH2:53][C:54]2[CH:55]=[C:56]([C:60]3[C:68]4[C:63](=[N:64][CH:65]=[C:66]([C:69]([OH:71])=O)[CH:67]=4)[NH:62][CH:61]=3)[CH:57]=[CH:58][CH:59]=2)=[O:51])[C:45]1=[O:72].CNC.O1CCCC1>>[CH3:5][N:6]([CH3:7])[C:69]([C:66]1[CH:67]=[C:68]2[C:60]([C:56]3[CH:57]=[CH:58][CH:59]=[C:54]([CH2:53][NH:52][C:50]([C:46]4[C:45](=[O:72])[N:44]([CH2:43][C:42]5[CH:73]=[CH:74][C:75]([F:76])=[C:40]([F:39])[CH:41]=5)[CH:49]=[CH:48][CH:47]=4)=[O:51])[CH:55]=3)=[CH:61][NH:62][C:63]2=[N:64][CH:65]=1)=[O:71]. Reported procedure: Except where indicated, 3-[3-({[1-(3,4-Difluoro-benzyl)-2-oxo-1,2-dihydro-pyridine-3-carbonyl]-amino}-methyl)-phenyl]-1H-pyrrolo[2,3-b]pyridine-5-carboxylic acid dimethylamide was synthesized as per Example 81, 3-[3-({[1-(3,4-Difluoro-benzyl)-2-oxo-1,2-dihydro-pyridine-3-carbonyl]-amino}-methyl)-phenyl]-1H-pyrrolo[2,3-b]pyridine-5-carboxylic acid amide using 3-[3-({[1-(3,4-Difluoro-benzyl)-2-oxo-1,2-dihydro-pyridine-3-carbonyl]-amino}-methyl)-phenyl]-1H-pyrrolo[2,3-b]pyridine-5-carboxylic acid (... Starting materials: ClC=1C=C(CC=2C(=NN(C2CC)CO)CC)C=C(C1)Cl ([4-(3,5-Dichlorobenzyl)-3,5-diethyl-1H-pyrazol-1-yl]methanol), N(=C=O)C(=O)OC1=CC=CC=C1 (phenyl isocyanatoformate). Run in CN(C=O)C (dimethylformamide). Conditions: time 1.5 hour. Yields the product C(=O)(OCN1N=C(C(=C1CC)CC1=CC(=CC(=C1)Cl)Cl)CC)NC(=O)OC1=CC=CC=C1 ([4-(3,5-Dichlorobenzyl)-3,5-diethyl-1H-pyrazol-1-yl]methyl phenyl imidodicarbonate). Reaction SMILES: [Cl:1][C:2]1[CH:3]=[C:4]([CH:17]=[C:18]([Cl:20])[CH:19]=1)[CH2:5][C:6]1[C:7]([CH2:15][CH3:16])=[N:8][N:9]([CH2:13][OH:14])[C:10]=1[CH2:11][CH3:12].[N:21]([C:24]([O:26][C:27]1[CH:32]=[CH:31][CH:30]=[CH:29][CH:28]=1)=[O:25])=[C:22]=[O:23]>CN(C)C=O>[C:22]([NH:21][C:24]([O:26][C:27]1[CH:32]=[CH:31][CH:30]=[CH:29][CH:28]=1)=[O:25])([O:14][CH2:13][N:9]1[C:10]([CH2:11][CH3:12])=[C:6]([CH2:5][C:4]2[CH:17]=[C:18]([Cl:20])[CH:19]=[C:2]([Cl:1])[CH:3]=2)[C:7]([CH2:15][CH3:16])=[N:8]1)=[O:23]. Procedure details: A solution of the alcohol of Example 41 (6.3 mg, 20 μmol) in dimethylformamide (250 μL) was treated with phenyl isocyanatoformate (3.6 mg, 22 μmol) and the mixture was shaken for 1.5 hours. The reaction mixture was filtered and the filtrate was purified by HPLC (Hypersil Thermoquest Luna C8 150×10 mm column; a gradient mobile phase was used, 10:90 (by volume)→95:5 (by volume) acetonitrile:(water, 95% by volume/trifluoroacetic acid, 0.1% by volume/acetonitrile 5%, by volume)). Reactants: [Cl-].[NH4+] (ammonium chloride), ClC1=CC=C(C=C1)C1(CC1)CO (1-(4-chlorophenyl)-1-cyclopropanemethanol), C(=C)[Mg]Br (vinylmagnesium bromide). Solvent: O1CCCC1 (tetrahydrofuran), O1CCCC1 (tetrahydrofuran). Reaction conditions: temperature -20 celsius. Product: ClC1=CC=C(C=C1)C1(CC1)C(C=C)O (1-(4-chlorophenyl)-1-(1-hydroxyprop-2-enyl)cyclopropane). RXN SMILES: [Cl:1][C:2]1[CH:7]=[CH:6][C:5]([C:8]2([CH2:11][OH:12])[CH2:10][CH2:9]2)=[CH:4][CH:3]=1.[CH:13]([Mg]Br)=[CH2:14].[Cl-].[NH4+]>O1CCCC1>[Cl:1][C:2]1[CH:3]=[CH:4][C:5]([C:8]2([CH:11]([OH:12])[CH:13]=[CH2:14])[CH2:9][CH2:10]2)=[CH:6][CH:7]=1 |f:2.3|. Procedure details: To a stirred solution of 1-(4-chlorophenyl)-1-cyclopropanemethanol (1.8 g) in dry tetrahydrofuran (60 ml) at -78° C. is added IM vinylmagnesium bromide (12 ml) in tetrahydrofuran over 10 mins. The mixture is then allowed to warm to -20° C. and saturated aqueous ammonium chloride added (30 ml). The mixture is concentrated under reduced pressure, and extracted with ether (x3). The combined extracts are dried and the solvent evaporated under reduced pressure to the required compound, 3 g, nD 1.5523...